This data is from the Open Reaction Database (ORD), a public repository of structured organic reaction records. The task is: describe an organic reaction: reactants, conditions, products, and yield Reactants: CNC, CCO, Nc1nc(O)cc(Cl)n1, O. Yields the product CN(C)c1cc(O)nc(N)n1. Reaction SMILES: [CH3:11][NH:12][CH3:13].[CH3:14][CH2:15][OH:16].[NH2:2][c:3]1[n:4][c:5]([OH:10])[cH:6][c:7]([Cl:9])[n:8]1.[OH2:1]>>[NH2:2][c:3]1[n:4][c:5]([OH:10])[cH:6][c:7]([N:12]([CH3:11])[CH3:13])[n:8]1. The reactants are CCCN(c1cc(COCC(C)(Cc2ccccc2)NC(=O)OC(C)(C)C)cc(C(=O)O)c1)S(C)(=O)=O, CCN(C(C)C)C(C)C, NC(c1ccccc1)C(F)(F)F, CN(C)C=O. Product: CCCN(c1cc(COCC(C)(Cc2ccccc2)NC(=O)OC(C)(C)C)cc(C(=O)NC(c2ccccc2)C(F)(F)F)c1)S(C)(=O)=O. Reaction SMILES: [C:1]([CH3:2])([CH3:3])([CH3:4])[O:5][C:6](=[O:7])[NH:8][C:9]([CH2:10][O:11][CH2:12][c:13]1[cH:14][c:15]([C:16](=[O:17])[OH:18])[cH:19][c:20]([N:22]([CH2:23][CH2:24][CH3:25])[S:26](=[O:27])(=[O:28])[CH3:29])[cH:21]1)([CH2:30][c:31]1[cH:32][cH:33][cH:34][cH:35][cH:36]1)[CH3:37].[CH2:50]([N:51]([CH:52]([CH3:53])[CH3:54])[CH:55]([CH3:56])[CH3:57])[CH3:58].[F:38][C:39]([CH:40]([c:41]1[cH:42][cH:43][cH:44][cH:45][cH:46]1)[NH2:47])([F:48])[F:49].[O:59]=[CH:60][N:61]([CH3:62])[CH3:63]>>[C:1]([CH3:2])([CH3:3])([CH3:4])[O:5][C:6](=[O:7])[NH:8][C:9]([CH2:10][O:11][CH2:12][c:13]1[cH:14][c:15]([C:16](=[O:17])[NH:47][CH:40]([C:39]([F:38])([F:48])[F:49])[c:41]2[cH:42][cH:43][cH:44][cH:45][cH:46]2)[cH:19][c:20]([N:22]([CH2:23][CH2:24][CH3:25])[S:26](=[O:27])(=[O:28])[CH3:29])[cH:21]1)([CH2:30][c:31]1[cH:32][cH:33][cH:34][cH:35][cH:36]1)[CH3:37]. Reactants: C(\C=C\C)=O (crotonaldehyde), [Si](C)(C)(C(C)(C)C)ON (O-(tert-butyldimethylsilyl)hydroxylamine). Run in C(Cl)Cl (CH2Cl2). Conditions: temperature 5 celsius, time 18 hour. The product is [Si](C)(C)(C(C)(C)C)ON=CC=CC (1-(tert-butyldimethylsilyloxy)-1-aza-1,3-pentadiene). RXN SMILES: [CH:1](=O)/[CH:2]=[CH:3]/[CH3:4].[Si:6]([O:13][NH2:14])([C:9]([CH3:12])([CH3:11])[CH3:10])([CH3:8])[CH3:7]>C(Cl)Cl>[Si:6]([O:13][N:14]=[CH:1][CH:2]=[CH:3][CH3:4])([C:9]([CH3:12])([CH3:11])[CH3:10])([CH3:8])[CH3:7]. Procedure details: The procedure followed was that described by Behforouz et al., J. Org. Chem. 58:7089-7091 (1993). In a 50 mL round bottom flask dry, 4 Å molecular sieves (Fisher, 3.4 g) were added to dry CH2Cl2 (distilled from CaH2, 10 mL) and cooled to 5° C. with an ice bath. Freshly distilled crotonaldehyde (Matheson Coleman & Bell, 0.725 mL, 0.618 g, 8.84 mmol) was added. A solution of O-(tert-butyldimethylsilyl)hydroxylamine (Aldrich, used without purification, 1.0 g, 6.80 mmol) in dry CH2Cl2 (distilled fro... The reactants are O[C@@H]1C[C@H]2[C@H](N([C@@H]1C2)C(=O)OC(C)(C)C)C(=O)OC (2-tert-butyl 3-methyl (1R,3S,4S,6R)-6-hydroxy-2-azabicyclo[2.2.1]heptane-2,3-dicarboxylate), CS(=O)(=O)Cl (methanesulfonyl chloride). Solvent: N1=CC=CC=C1 (pyridine). Reaction conditions: time 2 hour. The product is CS(=O)(=O)O[C@@H]1C[C@H]2[C@H](N([C@@H]1C2)C(=O)OC(C)(C)C)C(=O)OC (2-tert-Butyl 3-methyl (1R,3S,4S,6R)-6-[(methylsulfonyl)oxy]-2-azabicyclo[2.2.1]heptane-2,3-dicarboxylate). Isolated yield 99.5%. RXN SMILES: [OH:1][C@H:2]1[C@H:7]2[CH2:8][C@H:4]([C@@H:5]([C:16]([O:18][CH3:19])=[O:17])[N:6]2[C:9]([O:11][C:12]([CH3:15])([CH3:14])[CH3:13])=[O:10])[CH2:3]1.[CH3:20][S:21](Cl)(=[O:23])=[O:22]>N1C=CC=CC=1>[CH3:20][S:21]([O:1][C@H:2]1[C@H:7]2[CH2:8][C@H:4]([C@@H:5]([C:16]([O:18][CH3:19])=[O:17])[N:6]2[C:9]([O:11][C:12]([CH3:13])([CH3:14])[CH3:15])=[O:10])[CH2:3]1)(=[O:23])=[O:22]. Procedure: To a solution of 2-tert-butyl 3-methyl (1R,3S,4S,6R)-6-hydroxy-2-azabicyclo[2.2.1]heptane-2,3-dicarboxylate (185 mg) in pyridine (2 mL), was added methanesulfonyl chloride (117 mg). The mixture was stirred at room temperature for 2 hrs. The resulting mixture was evaporated in vacuo. To the residue, water was added. The mixture was extracted with ethyl acetate. The combined organic phase was washed with brine, dried over sodium sulfate, and evaporated in vacuo. The residue was chromatographed on ... Starting materials: Cl(=O)(=O)(=O)O (perchloric acid), C(C)(=O)OCC([C@H]1[C@@H](C[C@H]2[C@@H]3C[C@@H](C4=CC(C=C[C@]4(C)[C@H]3[C@H](C[C@]12C)O)=O)Cl)C)=O (21-acetoxy-6α-chloro-11β-hydroxy-16α-methyl-1,4-pregnadiene-3,20-dione), ice water. Run in CO (methanol). Conditions: time 20 minute. Yields the product Cl[C@H]1C[C@H]2[C@@H]3C[C@H]([C@H](C(CO)=O)[C@]3(C[C@@H]([C@@H]2[C@]2(C=CC(C=C12)=O)C)O)C)C (6α-chloro-11β,21-dihydroxy-16α-methyl-1,4-pregnadiene-3,20-dione). Yield: 75.3%. RXN SMILES: C([O:4][CH2:5][C:6](=[O:30])[C@@H:7]1[C@:24]2([CH3:25])[C@H:10]([C@H:11]3[C@H:21]([C@@H:22]([OH:26])[CH2:23]2)[C@:19]2([CH3:20])[C:14](=[CH:15][C:16](=[O:27])[CH:17]=[CH:18]2)[C@@H:13]([Cl:28])[CH2:12]3)[CH2:9][C@H:8]1[CH3:29])(=O)C.Cl(O)(=O)(=O)=O>CO>[Cl:28][C@@H:13]1[C:14]2[C@:19]([CH3:20])([CH:18]=[CH:17][C:16](=[O:27])[CH:15]=2)[C@@H:21]2[C@H:11]([C@H:10]3[C@:24]([CH3:25])([CH2:23][C@@H:22]2[OH:26])[C@@H:7]([C:6](=[O:30])[CH2:5][OH:4])[C@H:8]([CH3:29])[CH2:9]3)[CH2:12]1. Procedure: 1.5 g of 21-acetoxy-6α-chloro-11β-hydroxy-16α-methyl-1,4-pregnadiene-3,20-dione is dissolved in 42 ml of methanol; 1.3 ml of 70% perchloric acid is added thereto and the mixture allowed to stand at room temperature for 20 minutes. The reaction mixture is stirred into ice water, the thus-obtained precipitate is filtered off, washed with water, and dried in the open air. After recrystallization from acetone-diisopropyl ether, 1.02 g of 6α-chloro-11β,21-dihydroxy-16α-methyl-1,4-pregnadiene-3,20-dio... The reactants are CC(C)CCON=O, CC#N, Cl[Cu], Cl[Cu]Cl, Cl, COC(=O)COc1ccc(Oc2cc(-n3c(=O)cc(C(F)(F)F)n(C)c3=O)c(F)cc2N)cn1. Product: COC(=O)COc1ccc(Oc2cc(-n3c(=O)cc(C(F)(F)F)n(C)c3=O)c(F)cc2Cl)cn1. RXN SMILES: [CH3:1][CH:2]([CH2:3][CH2:4][O:5][N:6]=[O:7])[CH3:8].[CH3:49][C:50]#[N:51].[Cl:44][Cu:45].[Cl:46][Cu:47][Cl:48].[ClH:43].[NH2:9][c:10]1[c:11]([O:12][c:13]2[cH:14][cH:15][c:16]([O:19][CH2:20][C:21](=[O:22])[O:23][CH3:24])[n:17][cH:18]2)[cH:25][c:26](-[n:30]2[c:31](=[O:42])[n:32]([CH3:41])[c:33]([C:37]([F:38])([F:39])[F:40])[cH:34][c:35]2=[O:36])[c:27]([F:29])[cH:28]1>>[c:10]1([Cl:43])[c:11]([O:12][c:13]2[cH:14][cH:15][c:16]([O:19][CH2:20][C:21](=[O:22])[O:23][CH3:24])[n:17][cH:18]2)[cH:25][c:26](-[n:30]2[c:31](=[O:42])[n:32]([CH3:41])[c:33]([C:37]([F:38])([F:39])[F:40])[cH:34][c:35]2=[O:36])[c:27]([F:29])[cH:28]1. Starting materials: CC(=O)Nc1cccc2c1CCC2, N#Cc1ccc([N+](=O)[O-])c2cccnc12, N#Cc1ccc(N=C=O)c2c1CCCC2, N#Cc1ccc(N2C(=O)C3C(O)CCN3C2=O)c2c1CCCC2. Product: N#Cc1ccc(N2C(=O)C3C(O)CCN3C2=O)c2cccnc12. As a reaction SMILES: [CH2:16]1[c:17]2[c:18]([c:19]([NH:20][C:21](=[O:22])[CH3:23])[cH:24][cH:25][cH:26]2)[CH2:27][CH2:28]1.[N+:1]([O-:2])(=[O:3])[c:4]1[c:5]2[cH:6][cH:7][cH:8][n:9][c:10]2[c:11]([C:14]#[N:15])[cH:12][cH:13]1.[N:29]([c:30]1[c:31]2[c:36]([c:37]([C:38]#[N:39])[cH:40][cH:41]1)[CH2:35][CH2:34][CH2:33][CH2:32]2)=[C:42]=[O:43].[OH:44][CH:45]1[CH2:46][CH2:47][N:48]2[C:49](=[O:66])[N:50]([c:54]3[c:55]4[c:60]([c:61]([C:62]#[N:63])[cH:64][cH:65]3)[CH2:59][CH2:58][CH2:57][CH2:56]4)[C:51](=[O:53])[CH:52]12>>[N:1]1([c:4]2[c:5]3[cH:6][cH:7][cH:8][n:9][c:10]3[c:11]([C:14]#[N:15])[cH:12][cH:13]2)[C:49](=[O:66])[N:48]2[CH2:47][CH2:46][CH:45]([OH:44])[CH:52]2[C:51]1=[O:53].